This data is from the Open Reaction Database (ORD), a public repository of structured organic reaction records. The task is: describe an organic reaction: reactants, conditions, products, and yield Reactants: O=c1cc(Cl)cn[nH]1, OB(O)c1ccc(C(F)(F)F)cc1, [Na+], [Na+], O=C([O-])[O-], C1COCCO1. Yields the product O=c1cc(-c2ccc(C(F)(F)F)cc2)cn[nH]1. RXN SMILES: [Cl:1][c:2]1[cH:3][c:4](=[O:8])[nH:5][n:6][cH:7]1.[F:9][C:10]([c:11]1[cH:12][cH:13][c:14]([B:17]([OH:18])[OH:19])[cH:15][cH:16]1)([F:20])[F:21].[Na+:22].[Na+:23].[O-:24][C:25](=[O:26])[O-:27].[O:28]1[CH2:29][CH2:30][O:31][CH2:32][CH2:33]1>>[c:2]1(-[c:14]2[cH:13][cH:12][c:11]([C:10]([F:9])([F:20])[F:21])[cH:16][cH:15]2)[cH:3][c:4](=[O:8])[nH:5][n:6][cH:7]1. Starting materials: C1(CCCCC1)C1=CC=C(C=C1)C(=O)N1CC(C1)N1CCNCC1 ((4-Cyclohexyl-phenyl)-(3-piperazin-1-yl-azetidin-1-yl)-methanone), C(#N)[BH3-].[Na+] (sodium cyanoborohydride), C(C)(=O)O (acetic acid), [OH-].[Na+] (NaOH), O (Water). Conditions: time 2 hour. Product: N1CCC2=CC(=CC=C12)C(=O)OC (Methyl 2,3-dihydro-1H-indole-5-carboxylate). RXN SMILES: C1(C2[CH:12]=[CH:11][C:10]([C:13]([N:15]3[CH2:18][CH:17](N4CCNCC4)[CH2:16]3)=O)=CC=2)CCCCC1.[C:25]([BH3-])#N.[Na+].O.[OH-].[Na+].[C:32]([OH:35])(=[O:34])[CH3:33]>>[NH:15]1[C:18]2[C:11](=[CH:12][C:33]([C:32]([O:35][CH3:25])=[O:34])=[CH:16][CH:17]=2)[CH2:10][CH2:13]1 |f:1.2,4.5|. Procedure: To a solution of methyl 1H-indole-5-carboxylate 1j (2 g, 11.4 mmol) in glacial acetic acid (15 mL) at 0° C. was added sodium cyanoborohydride (1.08 g, 17.2 mmol) slowly. The mixture was allowed to warm up and stirred at room temperature for 2 h. Water was added to the resulting mixture at 0° C., and pH of the solution was adjusted to ˜12 with 1N aqueous NaOH. The mixture was extracted with CH2Cl2 and the organic layer was washed with brine and dried over Na2SO4. The solution was concentrated and... Reactants: CI, CN(C)C=O, [K+], [OH-], O, S=C=S, Cc1cc(OCc2nc3ccccc3s2)ccc1N. Yields the product CSC(=S)Nc1ccc(OCc2nc3ccccc3s2)cc1C. Reaction SMILES: [CH3:25][I:26].[CH3:27][N:28]([CH3:29])[CH:30]=[O:31].[K+:24].[OH-:23].[OH2:32].[S:1]=[C:2]=[S:3].[s:4]1[c:5]([CH2:13][O:14][c:15]2[cH:16][c:17]([CH3:22])[c:18]([NH2:19])[cH:20][cH:21]2)[n:6][c:7]2[c:8]1[cH:9][cH:10][cH:11][cH:12]2>>[S:1]([C:2](=[S:3])[NH:19][c:18]1[c:17]([CH3:22])[cH:16][c:15]([O:14][CH2:13][c:5]2[s:4][c:8]3[c:7]([n:6]2)[cH:12][cH:11][cH:10][cH:9]3)[cH:21][cH:20]1)[CH3:25]. Starting materials: OC1=C2C(=NC(=C1)C(=O)OC)SC=C2 (methyl 4-hydroxythieno[2,3-b]pyridine-6- carboxylate), [Li+].[OH-] (LiOH). Conditions: time 16 hour. Product: OC1=C2C(=NC(=C1)C(=O)O)SC=C2 (4-hydroxythieno[2,3-b]pyridine-6-carboxylic acid). As a reaction SMILES: [OH:1][C:2]1[CH:7]=[C:6]([C:8]([O:10]C)=[O:9])[N:5]=[C:4]2[S:12][CH:13]=[CH:14][C:3]=12.[Li+].[OH-]>>[OH:1][C:2]1[CH:7]=[C:6]([C:8]([OH:10])=[O:9])[N:5]=[C:4]2[S:12][CH:13]=[CH:14][C:3]=12 |f:1.2|. Reported procedure: A sample of methyl 4-hydroxythieno[2,3-b]pyridine-6- carboxylate is hydrolyzed by the addition of 2.5 equivalent of aqueous lM LiOH and stirred for 16 hours at RT. The aqueous reaction mixture is extracted 2x with ethyl acetate and acidified to pH 2.0 with aqueous lN HCl. The resulting precipitate is filtered, washed with water and dried to give 4-hydroxythieno[2,3-b]pyridine-6-carboxylic acid.